Task: describe an organic reaction: reactants, conditions, products, and yield. Dataset: the Open Reaction Database (ORD), a public repository of structured organic reaction records Reaction SMILES: S[CH2:2][CH2:3][OH:4].C([O:9][CH2:10][CH:11]=[CH2:12])C1OC1.[CH:13]1[C:18]([C:19]([O:21]OC(C)(C)C)=O)=[CH:17][CH:16]=[CH:15][CH:14]=1.[CH3:27]N(C)C(=N)N(C)C>>[OH:4][CH2:3][CH2:2][CH2:12][CH2:11][CH:10]([OH:9])[CH2:27][CH2:17][CH2:16][CH2:15][CH2:14][CH2:13][CH2:18][CH2:19][OH:21]. The reactants are SCCO (2-mercaptoethanol), C(C1CO1)OCC=C (allyl glycidyl ether), C(C1CO1)OCC=C (allyl glycidyl ether), C1=CC=CC=C1C(=O)OOC(C)(C)C (t-butyl perbenzoate), CN(C(N(C)C)=N)C (tetramethyl guanidine). Reported procedure: A 5 liter glass reactor with stirrer, thermometer and reflux condenser was used. 2496 grams (32.0 moles) of 2-mercaptoethanol were taken in this reactor. To this was added dropwise, 1824 grams (16.0 moles) of allyl glycidyl ether with vigorous stirring. The exotherm was controlled by water bath. After addition of allyl glycidyl ether, 3 grams of t-butyl perbenzoate and 0.3 grams of tetramethyl guanidine were added and the solution stirred. The completion of the reaction was determined by IR spec... Yields the product OCCCCC(CCCCCCCCO)O (1,5,13-trihydroxy tridecane). Reactants: C(C)(C)(C)OC(CN1C(N(C2=C1C=CC=C2)CC2=NC1=C(N2CCC(C)C)C=CC(=C1)C(N)=N)=O)=O ({3-[5-Carbamimidoyl-1-(3-methyl-butyl)-1H-benzoimidazol-2-ylmethyl]-2-oxo-2,3-dihydro-benzoimidazol-1-yl}-acetic acid tert-butyl ester), C(=O)(C(F)(F)F)O (TFA). Run in C(Cl)Cl (CH2Cl2). Run at time 48 hour. Product: C(N)(=N)C1=CC2=C(N(C(=N2)CN2C(N(C3=C2C=CC=C3)CC(=O)O)=O)CCC(C)C)C=C1 ({3-[5-Carbamimidoyl-1-(3-methyl-butyl)-1H-benzoimidazol-2-ylmethyl]-2-oxo-2,3-dihydro-benzoimidazol-1-yl}-acetic acid). Isolated yield 97.8%. As a reaction SMILES: C([O:5][C:6](=[O:36])[CH2:7][N:8]1[C:12]2[CH:13]=[CH:14][CH:15]=[CH:16][C:11]=2[N:10]([CH2:17][C:18]2[N:22]([CH2:23][CH2:24][CH:25]([CH3:27])[CH3:26])[C:21]3[CH:28]=[CH:29][C:30]([C:32](=[NH:34])[NH2:33])=[CH:31][C:20]=3[N:19]=2)[C:9]1=[O:35])(C)(C)C.C(O)(C(F)(F)F)=O>C(Cl)Cl>[C:32]([C:30]1[CH:29]=[CH:28][C:21]2[N:22]([CH2:23][CH2:24][CH:25]([CH3:26])[CH3:27])[C:18]([CH2:17][N:10]3[C:11]4[CH:16]=[CH:15][CH:14]=[CH:13][C:12]=4[N:8]([CH2:7][C:6]([OH:36])=[O:5])[C:9]3=[O:35])=[N:19][C:20]=2[CH:31]=1)(=[NH:33])[NH2:34]. Procedure details: {3-[5-Carbamimidoyl-1-(3-methyl-butyl)-1H-benzoimidazol-2-ylmethyl]-2-oxo-2,3-dihydro-benzoimidazol-1-yl}-acetic acid tert-butyl ester (1.0 g, 2.0 mmol) was dissolved in CH2Cl2 (50 ml) treated with TFA (3 ml) and stirred for 48 h. The solvent was removed and the residue triturated with EtOAc to give 850 mg (98%) of {3-[5-Carbamimidoyl-1-(3-methyl-butyl)-1H-benzoimidazol-2-ylmethyl]-2-oxo-2,3-dihydro-benzoimidazol-1-yl}-acetic acid as a with solid. As a reaction SMILES: [C:1]([NH:8][C@H:9]([C:13]#[CH:14])[C@H:10]([OH:12])[CH3:11])([O:3][C:4]([CH3:7])([CH3:6])[CH3:5])=[O:2].N1C=CN=C1.[Si:20](Cl)([C:23]([CH3:26])([CH3:25])[CH3:24])([CH3:22])[CH3:21]>C(Cl)Cl>[C:1]([NH:8][C@H:9]([C:13]#[CH:14])[C@H:10]([O:12][Si:20]([C:23]([CH3:26])([CH3:25])[CH3:24])([CH3:22])[CH3:21])[CH3:11])([O:3][C:4]([CH3:6])([CH3:7])[CH3:5])=[O:2]. Reported procedure: (2R,3R)-N-Boc-3-amino-2-(-tert-butyldimethylsilyloxy)-pent-4-yne was prepared by the treatment of (2R,3R)-N-Boc-3-amino-pent-4-yn-2-ol (1.10 g, 5.02 mmol) (Example 117A above) with imidazole (680 mg, 10.04 mmol) and tert-butyldimethylsilyl chloride (800 mg, 5.52 mmol) in 35 mL of CH2Cl2. After 24 hrs stirring at room temperature, the mixture was concentrated to a residue which upon silica gel column chromatography with a 0-20% EtOAc in hexanes gradient yielded (2R,3R)-N-Boc-3-amino-2-(-tert-buty... The product is C(=O)(OC(C)(C)C)N[C@@H]([C@@H](C)O[Si](C)(C)C(C)(C)C)C#C ((2R,3R)-N-Boc-3-amino-2-(-tert-butyldimethylsilyloxy)-pent-4-yne). Reactants: C(=O)(OC(C)(C)C)N[C@@H]([C@@H](C)O)C#C ((2R,3R)-N-Boc-3-amino-pent-4-yne-2-ol), N1C=NC=C1 (imidazole), [Si](C)(C)(C(C)(C)C)Cl (tert-butyldimethylsilyl chloride). Reaction conditions: time 24 hour. Solvent: C(Cl)Cl (CH2Cl2).